Dataset: the Open Reaction Database (ORD), a public repository of structured organic reaction records. Task: describe an organic reaction: reactants, conditions, products, and yield The reactants are BrC1=C(C(=O)C=2SC=CC2)C=CC=C1 (2-(2-bromobenzoyl)thiophene), [BH4-].[Na+] (sodium borohydride), BrC1=C(C(=O)C=2SC=CC2)C=CC=C1 (2-(2-bromobenzoyl)thiophene), BrC1=C(C(=O)O)C=CC=C1 (2-bromobenzoic acid), S(=O)(Cl)Cl (thionyl chloride), [Cl-].[Al+3].[Cl-].[Cl-] (aluminum chloride), Cl (hydrochloric acid), acid chloride, S1C=CC=C1 (thiophene). Solvent: C(C)O (ethanol), C(C)O (ethanol), CN(C=O)C (dimethylformamide), O (water), C(C)O (ethanol), C(=S)=S (carbon disulfide), CC(=O)C (acetone), C(=S)=S (carbon disulfide), O (water). Reaction conditions: time 3 hour. Yields the product BrC1=C(C=CC=C1)C(O)C=1SC=CC1 (α-(2-bromophenyl)-2-thiophenemethanol). As a reaction SMILES: BrC1C=CC=CC=1C(O)=O.S(Cl)(Cl)=O.S1C=CC=C1.[Cl-].[Al+3].[Cl-].[Cl-].[Br:24][C:25]1[CH:37]=[CH:36][CH:35]=[CH:34][C:26]=1[C:27]([C:29]1[S:30][CH:31]=[CH:32][CH:33]=1)=[O:28].[BH4-].[Na+].Cl>C(=S)=S.C(O)C.O.CC(C)=O.CN(C)C=O>[Br:24][C:25]1[CH:37]=[CH:36][CH:35]=[CH:34][C:26]=1[CH:27]([C:29]1[S:30][CH:31]=[CH:32][CH:33]=1)[OH:28] |f:3.4.5.6,8.9|. Procedure: A stirring mixture of 154.8 g of 2-bromobenzoic acid, 107.1 g of thionyl chloride and 0.2 ml of dimethylformamide is heated on a steam bath for 45 minutes and then any excess thionyl chloride is distilled off under reduced pressure leaving the crude acid chloride. A mixture of the acid chloride and 60 g of thiophene in 255 g of carbon disulfide is added dropwise to a suspension at 15° C of 100 g of aluminum chloride and 300 g of carbon disulfide. After total addition the mixture is stirred at am... The reactants are Cc1ccc(Br)cc1Cc1cc2ccc(O)cc2s1, FCCBr. Yields the product Cc1ccc(Br)cc1Cc1cc2ccc(OCCF)cc2s1. Reaction SMILES: [Br:1][c:2]1[cH:3][cH:4][c:5]([CH3:19])[c:6]([CH2:8][c:9]2[cH:10][c:11]3[c:12]([s:13]2)[cH:14][c:15]([OH:18])[cH:16][cH:17]3)[cH:7]1.[Br:20][CH2:21][CH2:22][F:23]>>[Br:1][c:2]1[cH:3][cH:4][c:5]([CH3:19])[c:6]([CH2:8][c:9]2[cH:10][c:11]3[c:12]([s:13]2)[cH:14][c:15]([O:18][CH2:21][CH2:22][F:23])[cH:16][cH:17]3)[cH:7]1. The reactants are FC1=C(C=CC=C1)NC(NC1=CC=C(C=C1)C=1C=C2CN(C(C2=CC1)=O)[C@H](C(=O)O)C(C)C)=S ((S)-2-(5-(4-(3-(2-Fluorophenyl)thioureido)phenyl)-1-oxoisoindolin-2-yl)-3-methylbutanoic acid), CC([C@@H](C(=O)OC)N1C(C2=CC=C(C=C2C1)C1=CC=C(C=C1)NC(=S)NC1=C(C=CC=C1)C)=O)C ((S)-Methyl 3-methyl-2-(1-oxo-5-(4-(3-o-tolylthioureido)phenyl)isoindolin-2-yl)butanoate). The product is CC([C@@H](C(=O)O)N1C(C2=CC=C(C=C2C1)C1=CC=C(C=C1)NC(=S)NC1=C(C=CC=C1)C)=O)C ((S)-3-Methyl-2-(1-oxo-5-(4-(3-o-tolylthioureido)phenyl)isoindolin-2-yl)butanoic acid). Yield: 88.0%. Reaction SMILES: FC1C=CC=CC=1NC(=S)NC1C=CC(C2C=C3C(=CC=2)C(=O)N([C@@H](C(C)C)C(O)=O)C3)=CC=1.[CH3:35][CH:36]([CH3:69])[C@H:37]([N:42]1[CH2:50][C:49]2[C:44](=[CH:45][CH:46]=[C:47]([C:51]3[CH:56]=[CH:55][C:54]([NH:57][C:58]([NH:60][C:61]4[CH:66]=[CH:65][CH:64]=[CH:63][C:62]=4[CH3:67])=[S:59])=[CH:53][CH:52]=3)[CH:48]=2)[C:43]1=[O:68])[C:38]([O:40]C)=[O:39]>>[CH3:35][CH:36]([CH3:69])[C@H:37]([N:42]1[CH2:50][C:49]2[C:44](=[CH:45][CH:46]=[C:47]([C:51]3[CH:56]=[CH:55][C:54]([NH:57][C:58]([NH:60][C:61]4[CH:66]=[CH:65][CH:64]=[CH:63][C:62]=4[CH3:67])=[S:59])=[CH:53][CH:52]=3)[CH:48]=2)[C:43]1=[O:68])[C:38]([OH:40])=[O:39]. Procedure details: The compound of example 273 was prepared analogous to compound of example 257 by hydrolysis of compound of example 272. The product is Cc1cc(Cl)ccc1Nc1ccc(C(=O)c2cc(OCC(O)CO)ccc2F)c(Cl)c1. RXN SMILES: [Cl:1][c:2]1[c:3]([C:17](=[O:18])[c:19]2[c:20]([F:34])[cH:21][cH:22][c:23]([O:25][CH2:26][CH:27]3[O:28][C:29]([CH3:32])([CH3:33])[O:30][CH2:31]3)[cH:24]2)[cH:4][cH:5][c:6]([NH:8][c:9]2[c:10]([CH3:16])[cH:11][c:12]([Cl:15])[cH:13][cH:14]2)[cH:7]1.[F:35][C:36]([F:37])([F:38])[C:39]([OH:40])=[O:41].[OH2:42]>>[Cl:1][c:2]1[c:3]([C:17](=[O:18])[c:19]2[c:20]([F:34])[cH:21][cH:22][c:23]([O:25][CH2:26][CH:27]([OH:28])[CH2:31][OH:30])[cH:24]2)[cH:4][cH:5][c:6]([NH:8][c:9]2[c:10]([CH3:16])[cH:11][c:12]([Cl:15])[cH:13][cH:14]2)[cH:7]1. Reactants: Cc1cc(Cl)ccc1Nc1ccc(C(=O)c2cc(OCC3COC(C)(C)O3)ccc2F)c(Cl)c1, O=C(O)C(F)(F)F, O. Starting materials: [H-].[Al+3].[Li+].[H-].[H-].[H-] (Lithium aluminum hydride), COC=1C=C2C(=CC=NC2=CC1OC)C(=O)OC (methyl 6,7-dimethoxyquinoline-4-carboxylate). Solvent: O1CCCC1 (tetrahydrofuran), O1CCCC1 (tetrahydrofuran). Run at temperature -78 celsius, time 4 hour. Yields the product COC=1C=C2C(=CC=NC2=CC1OC)CO ((6,7-dimethoxyquinoline-4-yl)methanol). Yield: 87.3%. As a reaction SMILES: [H-].[Al+3].[Li+].[H-].[H-].[H-].[CH3:7][O:8][C:9]1[CH:10]=[C:11]2[C:16](=[CH:17][C:18]=1[O:19][CH3:20])[N:15]=[CH:14][CH:13]=[C:12]2[C:21](OC)=[O:22]>O1CCCC1>[CH3:7][O:8][C:9]1[CH:10]=[C:11]2[C:16](=[CH:17][C:18]=1[O:19][CH3:20])[N:15]=[CH:14][CH:13]=[C:12]2[CH2:21][OH:22] |f:0.1.2.3.4.5|. Procedure details: Lithium aluminum hydride (262 mg, 6.90 mmol) was suspended in tetrahydrofuran (20 mL) then cooled to −78° C. A solution of methyl 6,7-dimethoxyquinoline-4-carboxylate (1.55 g, 6.27 mmol) in tetrahydrofuran (20 mL) was added dropwise. The reaction mixture was stirred at −78° C. for 4 hours. The reaction was quenched with ethyl acetate (6 mL) then added sodium sulfate decahydrate and warmed the mixture to room temperature, stirring overnight. The mixture was filtered and the filtrate was concentra... Starting materials: NC1=C(C(=NO1)C)Br (5-amino-4-bromo-3-methylisoxazole), COC1=C(C=C(C=C1)OC)S(=O)(=O)Cl (2,5-dimethoxybenzenesulfonyl chloride). The product is COC1=C(C=C(C=C1)OC)S(=O)(=O)NC1=C(C(=NO1)C)Br (2,5-Dimethoxy-N-(4-bromo-3-methyl-5-isoxazolyl)benzenesulfonamide). Yield: 58.0%. As a reaction SMILES: [NH2:1][C:2]1[O:6][N:5]=[C:4]([CH3:7])[C:3]=1[Br:8].[CH3:9][O:10][C:11]1[CH:16]=[CH:15][C:14]([O:17][CH3:18])=[CH:13][C:12]=1[S:19](Cl)(=[O:21])=[O:20]>>[CH3:9][O:10][C:11]1[CH:16]=[CH:15][C:14]([O:17][CH3:18])=[CH:13][C:12]=1[S:19]([NH:1][C:2]1[O:6][N:5]=[C:4]([CH3:7])[C:3]=1[Br:8])(=[O:20])=[O:21]. Procedure: 2,5-Dimethoxy-N-(4-bromo-3-methyl-5-isoxazolyl)benzenesulfonamide was prepared from 5-amino-4-bromo-3-methylisoxazole and 2,5-dimethoxybenzenesulfonyl chloride according to the procedures described in Example 8 (see, also Example 30), below. The crude product was purified by recrystallization from ethyl acetate/hexanes to give a crystalline solid, m.p. 118-120°, yield 58%. Reactants: C[Si](C#CC1=C(O)C(=C(C(=C1[Si](C)(C)C)O)C)C)(C)C (2,3-Di(trimethylsilyl)ethynyl 5,6dimethylhydroquinone), CO (methanol), N (ammonia), C(C)(=O)OCC (ethyl acetate). Run in petroleum ether. Conditions: time 12 hour. Yields the product CC=1NC(=C2C(C(=C(C(C12)=O)C)C)=O)C (1,3,5,6-Tetramethylisoindole-4,7-quinone). Yield: 88.0%. As a reaction SMILES: C[Si](C)(C)[C:3]#[C:4][C:5]1[C:11]([Si](C)(C)C)=[C:10]([OH:16])[C:9]([CH3:17])=[C:8]([CH3:18])[C:6]=1[OH:7].CO.[NH3:23].C(O[CH2:28][CH3:29])(=O)C>>[CH3:3][C:4]1[NH:23][C:28]([CH3:29])=[C:11]2[C:5]=1[C:6](=[O:7])[C:8]([CH3:18])=[C:9]([CH3:17])[C:10]2=[O:16]. Procedure details: General procedure A was followed using 2 (39.6 mg, 0.12 mmol), 2 mL of methanol saturated with ammonia (large excess). The mixture was stirred at room temperature for 12 h. Column chromatography (20% ethyl acetate in petroleum ether) gave yellow product in 88% yield (21.4 mg). Melting point: Turns black after 290° C. and becomes totally black until 360° C. without melting. The reactants are C(C)OC(C1=C(C=CC=C1C)OCC1=CC=CC=C1)=O (2-benzyloxy-6-methyl-benzoic acid ethyl ester), [C@@H]([C@H](C(=O)[O-])O)(C(=O)[O-])O.[Na+].[K+] (Rochelle salt), [H-].[Al+3].[Li+].[H-].[H-].[H-] (lithium aluminum hydride), C(C)(=O)OCC (Ethyl acetate). Solvent: CCOCC (ether), CCOCC (ether). Product: C(C1=CC=CC=C1)OC1=C(C(=CC=C1)OC)CO ((2-Benzyloxy-6-methoxyphenyl)methanol). Isolated yield 100.0%. As a reaction SMILES: [H-].[Al+3].[Li+].[H-].[H-].[H-].C(O[C:10](=[O:26])[C:11]1[C:16](C)=[CH:15][CH:14]=[CH:13][C:12]=1[O:18][CH2:19][C:20]1[CH:25]=[CH:24][CH:23]=[CH:22][CH:21]=1)C.[C:27](OCC)(=[O:29])C.[C@H](O)(C([O-])=O)[C@@H](O)C([O-])=O.[Na+].[K+]>CCOCC>[CH2:19]([O:18][C:12]1[CH:13]=[CH:14][CH:15]=[C:16]([O:29][CH3:27])[C:11]=1[CH2:10][OH:26])[C:20]1[CH:21]=[CH:22][CH:23]=[CH:24][CH:25]=1 |f:0.1.2.3.4.5,8.9.10|. Procedure: In a nitrogen stream, to a suspension of lithium aluminum hydride (0.82 g, 21.50 mmol) in ether (30 mL), a solution of 2-benzyloxy-6-methyl-benzoic acid ethyl ester (4.47 g, 16.54 mmol) in ether (15 mL) was added at room temperature over 10 minutes. The reaction mixture was stirred under heating to reflux for one hour. Ethyl acetate (2 mL) was added dropwise to the reaction mixture under cooling with ice, and then a saturated Rochelle salt aqueous solution (20 mL) was added thereto dropwise and ... The reactants are CC1=C2C(=C(N1)C(=O)OCC)CCC2 (Ethyl 3-methyl-2,4,5,6-tetrahydrocyclopenta[c]pyrrolecarboxylate), [OH-].[K+] (potassium hydroxide). The solvent is C(C)O (ethanol). Conditions: temperature 180 celsius. The product is CC1=C2C(=CN1)CCC2 (3-Methyl-2,4,5,6-tetrahydrocyclopenta[c]pyrrole). RXN SMILES: C[C:2]1[NH:6][C:5]([C:7](OCC)=O)=[C:4]2[CH2:12][CH2:13][CH2:14][C:3]=12.[OH-].[K+]>C(O)C>[CH3:7][C:5]1[NH:6][CH:2]=[C:3]2[CH2:14][CH2:13][CH2:12][C:4]=12 |f:1.2|. Procedure: A solution of ethyl 3-methyl-2,4,5,6-tetrahydrocyclopenta[c]pyrrolecarboxylate 4j (9.1 g, 0.04mol) and potassium hydroxide (26 g, 0.47 mol) in ethanol (200 ml) was heated at 80° C. for 4 hours and concentrated. The residue was combined with ice water (400 ml), and made slightly acidic by the additionof acetic acid to bring about the precipitation of crude 3-methyl-2,4,5,6-tetrahydrocyclopenta[c]pyrrolecarboxylic acid. The crude acid was combined with ethanolamine (5 g), heated at 180° C. for 1 h... Reactants: CC(C)(NC(=O)C(Br)c1ccccc1)C(=O)O, CCN=C=NCCCN(C)C, ClCCl, Cl, Nc1cc(Cl)ccc1Cl, O. The product is CC(C)(NC(=O)C(Br)c1ccccc1)C(=O)Nc1cc(Cl)ccc1Cl. As a reaction SMILES: [Br:1][CH:2]([C:3](=[O:4])[NH:5][C:6]([C:7](=[O:8])[OH:9])([CH3:10])[CH3:11])[c:12]1[cH:13][cH:14][cH:15][cH:16][cH:17]1.[CH3:19][N:20]([CH2:21][CH2:22][CH2:23][N:24]=[C:25]=[N:26][CH2:27][CH3:28])[CH3:29].[Cl:40][CH2:41][Cl:42].[ClH:18].[NH2:30][c:31]1[cH:32][c:33]([Cl:34])[cH:35][cH:36][c:37]1[Cl:38].[OH2:39]>>[Br:1][CH:2]([C:3](=[O:4])[NH:5][C:6]([C:7](=[O:9])[NH:30][c:31]1[cH:32][c:33]([Cl:34])[cH:35][cH:36][c:37]1[Cl:38])([CH3:10])[CH3:11])[c:12]1[cH:13][cH:14][cH:15][cH:16][cH:17]1.